Dataset: the Open Reaction Database (ORD), a public repository of structured organic reaction records. Task: describe an organic reaction: reactants, conditions, products, and yield Starting materials: [N+](=O)([O-])[O-].[K+] (potassium nitrate), C(=O)(C(=O)OCC)NC=1C=C2C3=C(C=CC=C3C1)C(=O)OC2=O (3-ethoxalylamino-1,8-naphthalenedicarboxylic anhydride), ice water. Run in S(O)(O)(=O)=O (sulfuric acid). Run at time 2 hour. Yields the product C(=O)(C(=O)OCC)NC=1C=C2C3=C(C=CC=C3C1[N+](=O)[O-])C(=O)OC2=O (3-Ethoxalylamino-4-nitro-1,8-naphthalenedicarboxylic anhydride). The yield is 77.0%. Reaction SMILES: [N+:1]([O-:4])([O-])=[O:2].[K+].[C:6]([NH:13][C:14]1[CH:15]=[C:16]2[C:27](=[O:28])[O:26][C:24](=[O:25])[C:18]3[CH:19]=[CH:20][CH:21]=[C:22]([CH:23]=1)[C:17]2=3)([C:8]([O:10][CH2:11][CH3:12])=[O:9])=[O:7]>S(=O)(=O)(O)O>[C:6]([NH:13][C:14]1[CH:15]=[C:16]2[C:27](=[O:28])[O:26][C:24](=[O:25])[C:18]3[CH:19]=[CH:20][CH:21]=[C:22]([C:23]=1[N+:1]([O-:4])=[O:2])[C:17]2=3)([C:8]([O:10][CH2:11][CH3:12])=[O:9])=[O:7] |f:0.1|. Procedure: Powdered potassium nitrate (0.51 g, 5 mmol) was added to a stirred solution of 3-ethoxalylamino-1,8-naphthalenedicarboxylic anhydride (1.57 g, 5 mmol) in 15 ml of conc. sulfuric acid at 0° C. Stirring was continued for 2 h at the same temperature, then the reaction mixture was poured into 150 ml of ice-water. The separated yellow solid was isolated by filtration and washed with water, ethanol and ether. Trituration with a small amount of ethyl acetate afforded 1.38 g (77%) of the title compound....